From a dataset of the Open Reaction Database (ORD), a public repository of structured organic reaction records. describe an organic reaction: reactants, conditions, products, and yield Reactants: C(C)(C)(C)N1S(C(=CC1=O)C1=CC=C(C=C1)CO)(=O)=O (2-tert-Butyl-5-(4-hydroxymethyl-phenyl)-1,1-dioxo-1,2-dihydro-1λ6-isothiazol-3-one), [BH4-].[Li+] (lithium tetrahydroborate). Run in O1CCCC1 (tetrahydrofuran). Run at temperature 0 celsius, time 30 minute. Yields the product C(C)(C)(C)N1S(C(CC1=O)C1=CC=C(C=C1)CO)(=O)=O (2-tert-Butyl-5-(4-hydroxymethyl-phenyl)-1,1-dioxo-1λ6-isothiazolidin-3-one). The yield is 86.2%. As a reaction SMILES: [C:1]([N:5]1[C:9](=[O:10])[CH:8]=[C:7]([C:11]2[CH:16]=[CH:15][C:14]([CH2:17][OH:18])=[CH:13][CH:12]=2)[S:6]1(=[O:20])=[O:19])([CH3:4])([CH3:3])[CH3:2].[BH4-].[Li+]>O1CCCC1>[C:1]([N:5]1[C:9](=[O:10])[CH2:8][CH:7]([C:11]2[CH:16]=[CH:15][C:14]([CH2:17][OH:18])=[CH:13][CH:12]=2)[S:6]1(=[O:20])=[O:19])([CH3:4])([CH3:2])[CH3:3] |f:1.2|. Reported procedure: A solution of 20-A of Example 1.20 (420 mg, 1.4 mmol) in tetrahydrofuran (8.4 mL) at 0° C. was treated with lithium tetrahydroborate (0.71 mL, 1.4 mmol, 2 M in tetrahydrofuran). The reaction mixture was stirred at 0° C. for 30 min and quenched with acetic acid (1 mL). The reaction mixture was concentrated and purified by preparative LCMS to yield 4.15-C (359 mg, 85%). LCMS found for C14H20NO4S (M+H)+: m/z=298. Starting materials: base, N (ammonia), [Cl-].[NH4+] (ammonium chloride), Cl (hydrochloride), ClC=1C=C(C=CC1Cl)C(C1C(CCCC1)=O)N(C)C (2-[(3,4-dichlorophenyl)dimethylaminomethyl]cyclohexanone), C(C1=CC=CC=C1)[Mg]Cl (benzylmagnesium chloride). The solvent is O1CCCC1 (tetrahydrofuran), O (water). Run at time 15 hour. Product: crude base, Cl.C(C1=CC=CC=C1)C1(C(CCCC1)C(N(C)C)C1=CC(=C(C=C1)Cl)Cl)O (1-benzyl-2-[(3,4-dichlorophenyl)dimethylaminomethyl]cyclohexanol, hydrochloride). The yield is 67.1%. Reaction SMILES: Cl.[Cl:2][C:3]1[CH:4]=[C:5]([CH:10]([N:18]([CH3:20])[CH3:19])[CH:11]2[CH2:16][CH2:15][CH2:14][CH2:13][C:12]2=[O:17])[CH:6]=[CH:7][C:8]=1[Cl:9].N.[CH2:22]([Mg]Cl)[C:23]1[CH:28]=[CH:27][CH:26]=[CH:25][CH:24]=1.[Cl-].[NH4+]>O1CCCC1.O>[ClH:2].[CH2:22]([C:12]1([OH:17])[CH2:13][CH2:14][CH2:15][CH2:16][CH:11]1[CH:10]([C:5]1[CH:6]=[CH:7][C:8]([Cl:9])=[C:3]([Cl:2])[CH:4]=1)[N:18]([CH3:20])[CH3:19])[C:23]1[CH:28]=[CH:27][CH:26]=[CH:25][CH:24]=1 |f:4.5,8.9|. Reported procedure: The base was freed from 3.5 g (10.4 mmole) of the hydrochloride of 2-[(3,4-dichlorophenyl)dimethylaminomethyl]cyclohexanone obtained according to stage 1 with 30 ml of water and 10 ml of ammonia solution (25 vol. %), extracted three times, each time with 30 ml of ether, and the combined organic extracts were dried over sodium sulfate, filtered, and concentrated by evaporation on a rotary evaporator without heating (500 to 10 mbar). 3.0 g (10.0 mmole) of this base were dissolved in 10 ml of tetra...